Dataset: the Open Reaction Database (ORD), a public repository of structured organic reaction records. Task: describe an organic reaction: reactants, conditions, products, and yield Reactants: IC1=C(C(=O)O)C=CC=C1 (2-Iodobenzoic acid), S(=O)(Cl)Cl (thionyl chloride), NC=1C=C(C=CC1)N1C2=C(NC(CC1=O)=O)C1=CC=CC=C1C=C2 (5-(3-aminophenyl)-1H-naphtho[1,2-b][1,4]diazepine-2,4(3H,5H)-dione). Product: IC1=C(C(=O)NC=2C=C(C=CC2)N2C3=C(NC(CC2=O)=O)C2=CC=CC=C2C=C3)C=CC=C1 (5-[3-[(2-Iodobenzoyl)amino]phenyl]-1H-naphtho[1,2-b][1,4]diazepine-2,4(3H,5H)-dione). Isolated yield 38.4%. As a reaction SMILES: [I:1][C:2]1[CH:10]=[CH:9][CH:8]=[CH:7][C:3]=1[C:4]([OH:6])=O.S(Cl)(Cl)=O.[NH2:15][C:16]1[CH:17]=[C:18]([N:22]2[C:28](=[O:29])[CH2:27][C:26](=[O:30])[NH:25][C:24]3[C:31]4[C:36]([CH:37]=[CH:38][C:23]2=3)=[CH:35][CH:34]=[CH:33][CH:32]=4)[CH:19]=[CH:20][CH:21]=1>>[I:1][C:2]1[CH:10]=[CH:9][CH:8]=[CH:7][C:3]=1[C:4]([NH:15][C:16]1[CH:17]=[C:18]([N:22]2[C:28](=[O:29])[CH2:27][C:26](=[O:30])[NH:25][C:24]3[C:31]4[C:36]([CH:37]=[CH:38][C:23]2=3)=[CH:35][CH:34]=[CH:33][CH:32]=4)[CH:19]=[CH:20][CH:21]=1)=[O:6]. Procedure details: 2-Iodobenzoic acid (50 mg, 0.2 mmol) was treated with thionyl chloride in the same manner as that of Example 13, and then by using the resultant together with 5-(3-aminophenyl)-1H-naphtho[1,2-b][1,4]diazepine-2,4(3H,5H)-dione (32 mg, 0.1 mmol) obtained in Example 53, (1), the title compound (21 mg, yield 38%) was obtained as pale brown crystals in the same manner as that of Example 1, (4). The structure was confirmed by NMR and MS. Procedure details: A solution of 1.5 g (0.03 mol) of hydrazine hydrate in 50 mL of EtOH was treated with 3.86 g (0.02 mol) of 1-adamantyl isothiocyanate, and stirred for 1 hr at room temp. The product was collected and washed 2 times with EtOH, affording 4.33 g (96%) of 4-(1-adamantyl)-3-thiosemicarbazide, mp 206°-207° C. dec. This thiosemicarbazide is disclosed in Chemical Abstracts, 70:11223 (1969); and in U.S. Pat. No. 3,406,180. The reactants are O.NN (hydrazine hydrate), C12(CC3CC(CC(C1)C3)C2)N=C=S (1-adamantyl isothiocyanate). Yields the product C12(CC3CC(CC(C1)C3)C2)NC(NN)=S (4-(1-adamantyl)-3-thiosemicarbazide). The yield is 96.1%. Run in CCO (EtOH). Reaction conditions: time 1 hour. RXN SMILES: O.[NH2:2][NH2:3].[C:4]12([N:14]=[C:15]=[S:16])[CH2:13][CH:8]3[CH2:9][CH:10]([CH2:12][CH:6]([CH2:7]3)[CH2:5]1)[CH2:11]2>CCO>[C:4]12([NH:14][C:15](=[S:16])[NH:2][NH2:3])[CH2:13][CH:8]3[CH2:9][CH:10]([CH2:12][CH:6]([CH2:7]3)[CH2:5]1)[CH2:11]2 |f:0.1|. Starting materials: CCCCCCCCOc1ccc(-c2cnc(-c3cccc(OCc4ccccc4)c3)nc2)cc1, [H][H], C1CCOC1. Yields the product CCCCCCCCOc1ccc(-c2cnc(-c3cccc(O)c3)nc2)cc1. As a reaction SMILES: [CH2:1]([c:2]1[cH:3][cH:4][cH:5][cH:6][cH:7]1)[O:8][c:9]1[cH:10][c:11](-[c:15]2[n:16][cH:17][c:18](-[c:21]3[cH:22][cH:23][c:24]([O:27][CH2:28][CH2:29][CH2:30][CH2:31][CH2:32][CH2:33][CH2:34][CH3:35])[cH:25][cH:26]3)[cH:19][n:20]2)[cH:12][cH:13][cH:14]1.[H:36][H:37].[O:38]1[CH2:39][CH2:40][CH2:41][CH2:42]1>>[OH:8][c:9]1[cH:10][c:11](-[c:15]2[n:16][cH:17][c:18](-[c:21]3[cH:22][cH:23][c:24]([O:27][CH2:28][CH2:29][CH2:30][CH2:31][CH2:32][CH2:33][CH2:34][CH3:35])[cH:25][cH:26]3)[cH:19][n:20]2)[cH:12][cH:13][cH:14]1. The reactants are C1(=CC=CC=C1)P(C1=CC=CC=C1)C1=CC=CC=C1 (triphenylphosphine), C(CCCCCCC)OC1=CC=C(C(=O)O)C=C1 (p-octyloxybenzoic acid), N(=NC(=O)O)C(=O)O (azodicarboxylic acid), O[C@@H]1C(=O)O[C@@H](CC1)CCCCCC ((2S,5R)-hydroxy-5-hexyl-δ-valerolactone). Run in C1=CC=CC=C1 (benzene). Reaction conditions: time 8 hour. Yields the product C(CCCCCCC)OC1=CC=C(C(=O)O[C@@H]2C(=O)O[C@@H](CC2)CCCCCC)C=C1 ((2S,5R)-2-(4-octyloxybenzoyloxy)-5-hexyl-δ-valerolactone). The yield is 41.7%. RXN SMILES: [OH:1][C@H:2]1[CH2:8][CH2:7][C@@H:6]([CH2:9][CH2:10][CH2:11][CH2:12][CH2:13][CH3:14])[O:5][C:3]1=[O:4].[CH2:15]([O:23][C:24]1[CH:32]=[CH:31][C:27]([C:28](O)=[O:29])=[CH:26][CH:25]=1)[CH2:16][CH2:17][CH2:18][CH2:19][CH2:20][CH2:21][CH3:22].N(C(O)=O)=NC(O)=O.C1(P(C2C=CC=CC=2)C2C=CC=CC=2)C=CC=CC=1>C1C=CC=CC=1>[CH2:15]([O:23][C:24]1[CH:25]=[CH:26][C:27]([C:28]([O:1][C@H:2]2[CH2:8][CH2:7][C@@H:6]([CH2:9][CH2:10][CH2:11][CH2:12][CH2:13][CH3:14])[O:5][C:3]2=[O:4])=[O:29])=[CH:31][CH:32]=1)[CH2:16][CH2:17][CH2:18][CH2:19][CH2:20][CH2:21][CH3:22]. Procedure: In dehydrated benzene were dispersed 200 mg of (2S,5R)-hydroxy-5-hexyl-δ-valerolactone synthesized in the same manner as described in Referential Example 4, 250 mg of p-octyloxybenzoic acid and 200 μl of azodicarboxylic acid, and 270 mg of triphenylphosphine was added to the dispersion and reaction was carried out with stirring overnight. The reacted solution was concentrated, and the concentrate was separated and purified by the silica gel column chromatography using n-hexane/benzene as the dev... Reactants: C(C1=CC=CC=C1)Cl (benzyl chloride), C(C)(=O)N (acetamide), [C]=O (carbon monoxide), [H][H] (hydrogen), C[O-].[Na+] (sodium methoxide), C(C(C)C)C(=O)C (methyl isobutyl ketone). Reagents/catalysts: [CH-]=O.[CH-]=O.[C-]#[O+].[C-]#[O+].[C-]#[O+].[C-]#[O+].[C-]#[O+].[C-]#[O+].[Co].[Co+2] (dicobalt octacarbonyl). The solvent is CO (methanol). Product: COC(C(NC(C)=O)CC1=CC=CC=C1)=O (N-acetyl-D,L-phenylalanine methyl ester). RXN SMILES: [CH2:1](Cl)[C:2]1[CH:7]=[CH:6][CH:5]=[CH:4][CH:3]=1.[C:9]([NH2:12])(=[O:11])[CH3:10].[C]=O.[H][H].[CH3:17][O-:18].[Na+].C([C:24]([CH3:26])=[O:25])C(C)C>[CH-]=O.[CH-]=O.[C-]#[O+].[C-]#[O+].[C-]#[O+].[C-]#[O+].[C-]#[O+].[C-]#[O+].[Co].[Co+2].CO>[CH3:17][O:18][C:24](=[O:25])[CH:26]([CH2:1][C:2]1[CH:7]=[CH:6][CH:5]=[CH:4][CH:3]=1)[NH:12][C:9](=[O:11])[CH3:10] |f:4.5,7.8.9.10.11.12.13.14.15.16,^3:12|. Reported procedure: The process of claim 1 wherein benzyl chloride is reacted with acetamide, carbon monoxide, hydrogen, and methanol in the presence of dicobalt octacarbonyl, sodium methoxide, and methyl isobutyl ketone so as to form N-acetyl-D,L-phenylalanine methyl ester.